This data is from the Open Reaction Database (ORD), a public repository of structured organic reaction records. The task is: describe an organic reaction: reactants, conditions, products, and yield Starting materials: ClC1=NC(=CC(=C1)C1CN(C1)C(=O)OC(C)(C)C)N1CC(CC1)(F)F (tert-butyl 3-[2-chloro-6-(3,3-difluoropyrrolidin-1-yl)-4-pyridyl]azetidine-1-carboxylate), CC1(C2=C(C(=CC=C2)P(C3=CC=CC=C3)C4=CC=CC=C4)OC5=C(C=CC=C51)P(C6=CC=CC=C6)C7=CC=CC=C7)C (XantPhos), NC1=NC=CC(=C1)C(F)(F)F (2-amino-4-(trifluoromethyl)pyridine), O1CCOCC1 (1,4-dioxane), C([O-])([O-])=O.[Cs+].[Cs+] (cesium carbonate). The reagents and catalysts are C=1C=CC(=CC1)/C=C/C(=O)/C=C/C2=CC=CC=C2.C=1C=CC(=CC1)/C=C/C(=O)/C=C/C2=CC=CC=C2.C=1C=CC(=CC1)/C=C/C(=O)/C=C/C2=CC=CC=C2.[Pd].[Pd] (Pd2(dba)3). Run at time 60 minute. Yields the product FC1(CN(CC1)C1=NC(=CC(=C1)C1CN(C1)C(=O)OC(C)(C)C)NC1=NC=CC(=C1)C(F)(F)F)F (tert-butyl 3-(2-(3,3-difluoropyrrolidin-1-yl)-6-((4-(trifluoromethyl)pyridin-2-yl)amino)pyridin-4-yl)azetidine-1-carboxylate). The yield is 117.9%. RXN SMILES: Cl[C:2]1[CH:7]=[C:6]([CH:8]2[CH2:11][N:10]([C:12]([O:14][C:15]([CH3:18])([CH3:17])[CH3:16])=[O:13])[CH2:9]2)[CH:5]=[C:4]([N:19]2[CH2:23][CH2:22][C:21]([F:25])([F:24])[CH2:20]2)[N:3]=1.CC1(C)C2C(=C(P(C3C=CC=CC=3)C3C=CC=CC=3)C=CC=2)OC2C(P(C3C=CC=CC=3)C3C=CC=CC=3)=CC=CC1=2.[NH2:68][C:69]1[CH:74]=[C:73]([C:75]([F:78])([F:77])[F:76])[CH:72]=[CH:71][N:70]=1.O1CCOCC1.C(=O)([O-])[O-].[Cs+].[Cs+]>C1C=CC(/C=C/C(/C=C/C2C=CC=CC=2)=O)=CC=1.C1C=CC(/C=C/C(/C=C/C2C=CC=CC=2)=O)=CC=1.C1C=CC(/C=C/C(/C=C/C2C=CC=CC=2)=O)=CC=1.[Pd].[Pd]>[F:25][C:21]1([F:24])[CH2:22][CH2:23][N:19]([C:4]2[CH:5]=[C:6]([CH:8]3[CH2:11][N:10]([C:12]([O:14][C:15]([CH3:17])([CH3:16])[CH3:18])=[O:13])[CH2:9]3)[CH:7]=[C:2]([NH:68][C:69]3[CH:74]=[C:73]([C:75]([F:77])([F:76])[F:78])[CH:72]=[CH:71][N:70]=3)[N:3]=2)[CH2:20]1 |f:4.5.6,7.8.9.10.11|. Procedure: To a solution of tert-butyl 3-[2-chloro-6-(3,3-difluoropyrrolidin-1-yl)-4-pyridyl]azetidine-1-carboxylate (1-b, 582 mg, 1.557 mmol), Pd2(dba)3 (147 mg, 0.10 equiv., 0.1557 mmol), XantPhos (186 mg, 0.20 equiv., 0.3114 mmol), 2-amino-4-(trifluoromethyl)pyridine (765 mg, 3.0 equiv., 4.671 mmol) in 1,4-dioxane (5.3 mL, 62.28 mmol) was added cesium carbonate (2.03 g, 4.0 equiv., 6.228 mmol), and the reaction was kept at 150° C. for 60 min. The crude was purified by silica gel chromatography (0-60% Et... Starting materials: P(Br)(Br)Br (phosphorus tribromide), C1=CC=CC=C1 (benzene), N1=CC=CC=C1 (pyridine), ClC=1C=CC(=C(CO)C1)I (5-chloro-2-iodobenzyl alcohol). Run in C(Cl)(Cl)Cl (chloroform). Product: ClC=1C=CC(=C(CBr)C1)I (5-chloro-2-iodobenzyl bromide). Isolated yield 247.4%. As a reaction SMILES: P(Br)(Br)[Br:2].C1C=CC=CC=1.N1C=CC=CC=1.[Cl:17][C:18]1[CH:19]=[CH:20][C:21]([I:26])=[C:22]([CH:25]=1)[CH2:23]O>C(Cl)(Cl)Cl>[Cl:17][C:18]1[CH:19]=[CH:20][C:21]([I:26])=[C:22]([CH:25]=1)[CH2:23][Br:2]. Procedure: A mixture of 41.6 g of phosphorus tribromide, 25 ml of benzene and 8.2 ml of pyridine is prepared while cooling and while stirring it is treated dropwise at a maximum temperature of 10° C. with 108.3 g of 5-chloro-2-iodobenzyl alcohol. Then, it is stirred for 4 hours at room temperature and for 1 hour at 50° C. After cooling, it is diluted with 120 ml of chloroform, the mixture washed with 25 ml of 5% hydrochloric acid, a 5% sodium hydroxide solution and with water, dried with magnesium sulfate ... Reactants: O(C1=CC=CC=C1)CC1=C(C(=O)O)C=C(C=C1)C (2-Phenoxymethyl-5-methylbenzoic Acid), S(=O)(Cl)Cl (thionyl chloride). Solvent: C1=CC=CC=C1 (benzene). Reaction conditions: time 10 minute. The product is CC=1C=CC2=C(C(C3=C(OC2)C=CC=C3)=O)C1 (9-Methyl-6,11-dihydro-11-oxodibenz[b,e]oxepin). As a reaction SMILES: [O:1]([CH2:8][C:9]1[CH:17]=[CH:16][C:15]([CH3:18])=[CH:14][C:10]=1[C:11]([OH:13])=O)[C:2]1[CH:7]=[CH:6][CH:5]=[CH:4][CH:3]=1.S(Cl)(Cl)=O>C1C=CC=CC=1>[CH3:18][C:15]1[CH:16]=[CH:17][C:9]2[CH2:8][O:1][C:2]3[CH:3]=[CH:4][CH:5]=[CH:6][C:7]=3[C:11](=[O:13])[C:10]=2[CH:14]=1. Reported procedure: Mix 0.2 gm of the phenoxymethylbenzoic acid of Step A, 1 ml of thionyl chloride and 10 ml of dry benzene. Reflux for 1 hour and concentrate to dryness in vacuo. Dissolve the residue in 10 ml of dry 1,2-dichloroethane and add 0.3 gm of anhydrous aluminum chloride while stirring in an ice bath. After 10 minutes, pour the reaction mixture into ice water, extract with chloroform, wash with water and dry over magnesium sulfate. Concentrate to dryness and chromatograph the residue over silica gel elut... The reagents and catalysts are CN(C1=CC=NC=C1)C (4-(dimethylamino)-pyridine). Procedure: 4-Chloro-5-iodo-2-methylthio-6-trifluoromethylpyrimidine (5.00 g) was dissolved in propionitrile (125 ml) and 4-(dimethylamino)-pyridine (1.81 g) was added at room temperature with stirring. After several minutes, precipitates appeared, however, it was stirred over night at room temperature. The slurry was cooled to ice bath temperature, and then added sodium cyanide (1.04 g) water (10 ml) solution. The mixture was warmed to room temperature and stirred 3 hr. The reaction mixture was added water... Yields the product C(#N)C1=NC(=NC(=C1I)C(F)(F)F)SC (4-Cyano-5-iodo-2-methylthio-6-trifluoromethylpyrimidine). Starting materials: ClC1=NC(=NC(=C1I)C(F)(F)F)SC (4-Chloro-5-iodo-2-methylthio-6-trifluoromethylpyrimidine), C(CC)#N (propionitrile). RXN SMILES: Cl[C:2]1[C:7]([I:8])=[C:6]([C:9]([F:12])([F:11])[F:10])[N:5]=[C:4]([S:13][CH3:14])[N:3]=1.[C:15](#[N:18])CC>CN(C)C1C=CN=CC=1>[C:15]([C:2]1[C:7]([I:8])=[C:6]([C:9]([F:12])([F:11])[F:10])[N:5]=[C:4]([S:13][CH3:14])[N:3]=1)#[N:18]. The reactants are CC(C)(C)P(c1ccccc1-c1ccccc1)C(C)(C)C, COC(=O)C(=O)N(Cc1ccc(C(C)(C)C)cc1)c1cc(Cl)c(OC)cc1OC, [F-], OB(O)c1ccc(OC(F)(F)F)cc1, [K+], CC(=O)[O-], CC(=O)[O-], C1CCOC1, O, [Pd+2]. Yields the product COC(=O)C(=O)N(Cc1ccc(C(C)(C)C)cc1)c1cc(-c2ccc(OC(F)(F)F)cc2)c(OC)cc1OC. RXN SMILES: [C:46]([P:47]([C:48]([CH3:49])([CH3:50])[CH3:51])[c:52]1[cH:53][cH:54][cH:55][cH:56][c:57]1-[c:58]1[cH:59][cH:60][cH:61][cH:62][cH:63]1)([CH3:64])([CH3:65])[CH3:66].[Cl:1][c:2]1[c:3]([O:28][CH3:29])[cH:4][c:5]([O:26][CH3:27])[c:6]([N:8]([C:9]([C:10](=[O:11])[O:12][CH3:13])=[O:14])[CH2:15][c:16]2[cH:17][cH:18][c:19]([C:22]([CH3:23])([CH3:24])[CH3:25])[cH:20][cH:21]2)[cH:7]1.[F-:44].[F:30][C:31]([O:32][c:33]1[cH:34][cH:35][c:36]([B:39]([OH:40])[OH:41])[cH:37][cH:38]1)([F:42])[F:43].[K+:45].[O-:69][C:70]([CH3:71])=[O:72].[O-:73][C:74]([CH3:75])=[O:76].[O:77]1[CH2:78][CH2:79][CH2:80][CH2:81]1.[OH2:67].[Pd+2:68]>>[c:2]1(-[c:36]2[cH:35][cH:34][c:33]([O:32][C:31]([F:30])([F:42])[F:43])[cH:38][cH:37]2)[c:3]([O:28][CH3:29])[cH:4][c:5]([O:26][CH3:27])[c:6]([N:8]([C:9]([C:10](=[O:11])[O:12][CH3:13])=[O:14])[CH2:15][c:16]2[cH:17][cH:18][c:19]([C:22]([CH3:23])([CH3:24])[CH3:25])[cH:20][cH:21]2)[cH:7]1. The reactants are O=C([O-])[O-], Cc1ccc(NC(=O)c2ccc(C#N)cc2)cc1NC(=O)c1ccc(O)cc1, COCCBr, [K+], [K+], CN(C)C=O, O. Yields the product COCCOc1ccc(C(=O)Nc2cc(NC(=O)c3ccc(C#N)cc3)ccc2C)cc1. As a reaction SMILES: [C:34](=[O:35])([O-:36])[O-:37].[C:6](#[N:7])[c:8]1[cH:9][cH:10][c:11]([C:12](=[O:13])[NH:14][c:15]2[cH:16][cH:17][c:18]([CH3:31])[c:19]([NH:21][C:22]([c:23]3[cH:24][cH:25][c:26]([OH:29])[cH:27][cH:28]3)=[O:30])[cH:20]2)[cH:32][cH:33]1.[CH3:1][O:2][CH2:3][CH2:4][Br:5].[K+:38].[K+:39].[O:41]=[CH:42][N:43]([CH3:44])[CH3:45].[OH2:40]>>[CH3:1][O:2][CH2:3][CH2:4][O:29][c:26]1[cH:25][cH:24][c:23]([C:22]([NH:21][c:19]2[c:18]([CH3:31])[cH:17][cH:16][c:15]([NH:14][C:12]([c:11]3[cH:10][cH:9][c:8]([C:6]#[N:7])[cH:33][cH:32]3)=[O:13])[cH:20]2)=[O:30])[cH:28][cH:27]1. Reactants: O.[OH-].[Li+] (lithium hydroxide monohydrate), O=C1C(O)=C([O-])[C@H](O1)[C@@H](O)CO.[Na+] (sodium ascorbate), COC(C=1C(C(=O)OC)=CC(=C(C1)NC1=C(C=C(C=C1)OC)OC)NC1=CC=CC=C1)=O (4-anilino-5-(2,4-dimethoxy-anilino)phthalic acid dimethylester). The solvent is O (water), CO (methanol). The product is N(C1=CC=CC=C1)C=1C=C(C(C(=O)O)=CC1NC1=C(C=C(C=C1)OC)OC)C(=O)O (4-Anilino-5-(2,4-dimethoxy-anilino)phthalic acid). As a reaction SMILES: C[O:2][C:3](=[O:32])[C:4]1[C:5](=[CH:10][C:11]([NH:25][C:26]2[CH:31]=[CH:30][CH:29]=[CH:28][CH:27]=2)=[C:12]([NH:14][C:15]2[CH:20]=[CH:19][C:18]([O:21][CH3:22])=[CH:17][C:16]=2[O:23][CH3:24])[CH:13]=1)[C:6]([O:8]C)=[O:7].O.[OH-].[Li+].O=C1O[C@H]([C@H](CO)O)C([O-])=C1O.[Na+]>CO.O>[NH:25]([C:11]1[CH:10]=[C:5]([C:6]([OH:8])=[O:7])[C:4](=[CH:13][C:12]=1[NH:14][C:15]1[CH:20]=[CH:19][C:18]([O:21][CH3:22])=[CH:17][C:16]=1[O:23][CH3:24])[C:3]([OH:32])=[O:2])[C:26]1[CH:31]=[CH:30][CH:29]=[CH:28][CH:27]=1 |f:1.2.3,4.5|. Reported procedure: A steady stream of argon is passed through a suspension of 479 mg (1.09 mmol) of 4-anilino-5-(2,4-dimethoxy-anilino)phthalic acid dimethylester in 3.6 ml of methanol, and a solution of 205 mg (4.905 mmol, 4.5 eq) of lithium hydroxide monohydrate and 10 mg sodium ascorbate in 1.7 ml of water is added. The reaction mixture is heated to reflux for 4 hours, cooled to RT, and the methanol is removed by evaporation. The resulting mixture is poured onto 20 ml of 4N hydrochloric acid, the red suspension... Starting materials: CCOC(=O)C1(CN)CC12CCCCC2, Cl. Yields the product NCC1(C(=O)O)CC12CCCCC2. RXN SMILES: [CH2:1]([CH3:2])[O:3][C:4](=[O:5])[C:6]1([CH2:14][NH2:15])[CH2:7][C:8]12[CH2:9][CH2:10][CH2:11][CH2:12][CH2:13]2.[ClH:16]>>[O:3]=[C:4]([OH:5])[C:6]1([CH2:14][NH2:15])[CH2:7][C:8]12[CH2:9][CH2:10][CH2:11][CH2:12][CH2:13]2.